From a dataset of the Open Reaction Database (ORD), a public repository of structured organic reaction records. describe an organic reaction: reactants, conditions, products, and yield Starting materials: C1(=CC=CC=C1)C#CCC/C=C/C(=O)O (7-Phenylhept-2E-en-6-ynoic acid), S(=O)(Cl)Cl (thionyl chloride). Solvent: C1=CC=CC=C1 (benzene). Product: C1(=CC=CC=C1)C#CCC/C=C/C(=O)Cl (7-phenylhept-2E-en-6-ynoyl chloride). RXN SMILES: [C:1]1([C:7]#[C:8][CH2:9][CH2:10]/[CH:11]=[CH:12]/[C:13]([OH:15])=O)[CH:6]=[CH:5][CH:4]=[CH:3][CH:2]=1.S(Cl)([Cl:18])=O>C1C=CC=CC=1>[C:1]1([C:7]#[C:8][CH2:9][CH2:10]/[CH:11]=[CH:12]/[C:13]([Cl:18])=[O:15])[CH:6]=[CH:5][CH:4]=[CH:3][CH:2]=1. Procedure details: 7-Phenylhept-2E-en-6-ynoic acid (2 g) was dissolved in benzene (20 ml), thionyl chloride (2.5 ml) was added, and the mixture was refluxed under a nitrogen atmosphere for 45 minutes. Benzene and excess thionyl chloride were removed under reduced pressure and the residue was treated with benzene (2×4 ml), followed by evaporation, to leave a residue of 7-phenylhept-2E-en-6-ynoyl chloride. The acid chloride was dissolved in ether (20 ml), and triethylamine (1.5 ml) and isobutylamine (3 ml) were adde... Starting materials: ClC1=NC=NC=2C=C3C(=CC12)OCO3 (8-Chloro-[1,3]dioxolo[4,5-g]quinazoline), [H-].[Na+] (NaH), FC1=CC=C(C=C1)NC1=NC=C(C(N1C)=O)C1=NC=C(C=C1)O (2-(4-Fluoro-phenylamino)-5-(5-hydroxy-pyridin-2-yl)-3-methyl-3H-pyrimidin-4-one). The solvent is CN(C)C=O (DMF), CN(C)C=O (DMF), CCOC(=O)C (EtOAc). Yields the product O1COC=2C1=CC=1C(=NC=NC1C2)OC=2C=CC(=NC2)C=2C(N(C(=NC2)NC2=CC=C(C=C2)F)C)=O (5-[5-([1,3]Dioxolo[4,5-g]quinazolin-8-yloxy)-pyridin-2-yl]-2-(4-fluoro-phenylamino)-3-methyl-3H-pyrimidin-4-one). The yield is 113.4%. RXN SMILES: [F:1][C:2]1[CH:7]=[CH:6][C:5]([NH:8][C:9]2[N:14]([CH3:15])[C:13](=[O:16])[C:12]([C:17]3[CH:22]=[CH:21][C:20]([OH:23])=[CH:19][N:18]=3)=[CH:11][N:10]=2)=[CH:4][CH:3]=1.[H-].[Na+].Cl[C:27]1[C:36]2[CH:35]=[C:34]3[O:37][CH2:38][O:39][C:33]3=[CH:32][C:31]=2[N:30]=[CH:29][N:28]=1>CN(C=O)C.CCOC(C)=O>[O:37]1[C:34]2=[CH:35][C:36]3[C:27]([O:23][C:20]4[CH:21]=[CH:22][C:17]([C:12]5[C:13](=[O:16])[N:14]([CH3:15])[C:9]([NH:8][C:5]6[CH:6]=[CH:7][C:2]([F:1])=[CH:3][CH:4]=6)=[N:10][CH:11]=5)=[N:18][CH:19]=4)=[N:28][CH:29]=[N:30][C:31]=3[CH:32]=[C:33]2[O:39][CH2:38]1 |f:1.2|. Procedure: 2-(4-Fluoro-phenylamino)-5-(5-hydroxy-pyridin-2-yl)-3-methyl-3H-pyrimidin-4-one (2.18 g, 7 mmol) was dissolved in dry DMF (30 ml) to which was added 60% NaH (774 mg, 19.3 mmol). After the mixture was stirred at room temperature for several minutes, a suspension of 8-Chloro-[1,3]dioxolo[4,5-g]quinazoline (2.08 g, 6.7 mmol) in dry DMF (40 ml) was added. The reaction mixture was stirred at room temperature for 1-2 hrs, then diluted with EtOAc and washed with sat'd NaHCO3 (3×), H2O (1×), sat'd NaCl ... Starting materials: S(=O)(Cl)Cl (thionyl chloride), BrC=1C=NC(=NC1)OC=1C=C(C=CC1)CO ((3-(5-Bromopyrimidin-2-yloxy)phenyl)methanol), C1(=CC=CC=C1)C (Toluene). Solvent: ClCCl (dichloromethane). Conditions: time 1 hour. Product: BrC=1C=NC(=NC1)OC1=CC(=CC=C1)CCl (5-Bromo-2-(3-(chloromethyl)phenoxy)pyrimidine). Isolated yield 96.8%. Reaction SMILES: [Br:1][C:2]1[CH:3]=[N:4][C:5]([O:8][C:9]2[CH:10]=[C:11]([CH2:15]O)[CH:12]=[CH:13][CH:14]=2)=[N:6][CH:7]=1.S(Cl)([Cl:19])=O.C1(C)C=CC=CC=1>ClCCl>[Br:1][C:2]1[CH:3]=[N:4][C:5]([O:8][C:9]2[CH:14]=[CH:13][CH:12]=[C:11]([CH2:15][Cl:19])[CH:10]=2)=[N:6][CH:7]=1. Reported procedure: (3-(5-Bromopyrimidin-2-yloxy)phenyl)methanol (0.790 g, 2.81 mmol) in dichloromethane (9 mL) was cooled to 0° C. and treated dropwise with thionyl chloride (0.215 mL, 2.95 mmol). The reaction mixture was allowed to warm to ambient temperature and stirred for 1 h. Toluene (5 mL) was added and the mixture was concentrated to give the title compound (0.815 g, 97% yield) as a semi-solid. MS (APCI) M+1=299.0. Reactants: C=C(COCCCCCCCCCCCCCCCC)COCCCCOS(C)(=O)=O, CN(C)C, CCO. The product is C=C(COCCCCCCCCCCCCCCCC)COCCCC[N+](C)(C)C, CS(=O)(=O)[O-]. RXN SMILES: [CH2:1]([CH2:2][CH2:3][CH2:4][CH2:5][CH2:6][CH2:7][CH2:8][CH2:9][CH2:10][CH2:11][CH2:12][CH2:13][CH2:14][CH2:15][CH3:16])[O:17][CH2:18][C:19]([CH2:20][O:21][CH2:22][CH2:23][CH2:24][CH2:25][O:26][S:27](=[O:28])(=[O:29])[CH3:30])=[CH2:31].[CH3:32][N:33]([CH3:34])[CH3:35].[CH3:36][CH2:37][OH:38]>>[CH2:1]([CH2:2][CH2:3][CH2:4][CH2:5][CH2:6][CH2:7][CH2:8][CH2:9][CH2:10][CH2:11][CH2:12][CH2:13][CH2:14][CH2:15][CH3:16])[O:17][CH2:18][C:19]([CH2:20][O:21][CH2:22][CH2:23][CH2:24][CH2:25][N+:33]([CH3:32])([CH3:34])[CH3:35])=[CH2:31].[O:26]=[S:27](=[O:28])([O-:29])[CH3:30]. The reactants are C(OC)([O-])[O-] (methyl orthoformate), C(OCC)([O-])[O-] (ethyl orthoformate), C(C)(OC)([O-])[O-] (methyl orthoacetate), C(C)(OCC)([O-])[O-] (ethyl orthoacetate), C=C1CC(=O)O1 (diketene), C(=O)N (formamide), C1(CCCCC1)N=C=NC1CCCCC1 (dicyclohexyl carbodiimide), esters. The solvent is O (water), O (water), O (water), O (water). Product: C(=O)OC (methyl formate), C(=O)OCC (ethyl formate), C(C)(=O)OC (methyl acetate). As a reaction SMILES: [CH:1]([O-])([O-:4])[O:2][CH3:3].[CH:6]([O-])([O-:10])[O:7][CH2:8][CH3:9].[C:12]([O-])([O-:16])([O:14][CH3:15])[CH3:13].C([O-])([O-])(OCC)C.C=C1OC(=O)C1.C(N)=O.C1(N=C=NC2CCCCC2)CCCCC1>O>[CH:1]([O:2][CH3:3])=[O:4].[CH:6]([O:7][CH2:8][CH3:9])=[O:10].[C:12]([O:14][CH3:15])(=[O:16])[CH3:13]. Reported procedure: The method (a) is a method wherein only water is distilled out at 50~100° C. under a reduced pressure of less than 760 mmHg, as the system is not forming azeotropic mixture with water. The method (b) is a method wherein orthocarboxylic acid esters, such as methyl orthoformate, ethyl orthoformate, methyl orthoacetate, ethyl orthoacetate or the like, or diketene, formamide, dicyclohexyl carbodiimide or the like is added and the residual water is decomposed by reacting therewith at 30~90° C. If the... The reactants are FC1=C(C=O)C=CC=C1[N+](=O)[O-] (2-fluoro-3-nitrobenzaldehyde), C(CC(=O)C)(=O)OCC(CN(C)CC1=CC=CC=C1)(C)C (3-(N-benzyl-N-methylamino)-2,2-dimethylpropyl acetoacetate), N\C(=C/C(=O)OCC)\C (ethyl 3-aminocrotonate). The solvent is CC(C)O (2-propanol). The product is CC=1NC(=C(C(C1C(=O)OCC(CN(C)CC1=CC=CC=C1)(C)C)C1=C(C(=CC=C1)[N+](=O)[O-])F)C(=O)OCC)C (3-(N-benzyl-N-methylamino)-2,2-dimethylpropyl ethyl 2,6-dimethyl-4-(2-fluoro-3-nitrophenyl)-1,4-dihydropyridine-3,5-dicarboxylate). Isolated yield 20.3%. Reaction SMILES: [F:1][C:2]1[C:9]([N+:10]([O-:12])=[O:11])=[CH:8][CH:7]=[CH:6][C:3]=1[CH:4]=O.[C:13]([O:19][CH2:20][C:21]([CH3:33])([CH3:32])[CH2:22][N:23]([CH2:25][C:26]1[CH:31]=[CH:30][CH:29]=[CH:28][CH:27]=1)[CH3:24])(=[O:18])[CH2:14][C:15]([CH3:17])=O.[NH2:34]/[C:35](/[CH3:42])=[CH:36]\[C:37]([O:39][CH2:40][CH3:41])=[O:38]>CC(O)C>[CH3:17][C:15]1[NH:34][C:35]([CH3:42])=[C:36]([C:37]([O:39][CH2:40][CH3:41])=[O:38])[CH:4]([C:3]2[CH:6]=[CH:7][CH:8]=[C:9]([N+:10]([O-:12])=[O:11])[C:2]=2[F:1])[C:14]=1[C:13]([O:19][CH2:20][C:21]([CH3:33])([CH3:32])[CH2:22][N:23]([CH2:25][C:26]1[CH:31]=[CH:30][CH:29]=[CH:28][CH:27]=1)[CH3:24])=[O:18]. Procedure: A mixture of 184 mg of 2-fluoro-3-nitrobenzaldehyde, 324 mg of 3-(N-benzyl-N-methylamino)-2,2-dimethylpropyl acetoacetate and 138 mg of ethyl 3-aminocrotonate in 1 ml of 2-propanol was reacted and then purified in the same way as in Example 8 to yield 120 mg of the desired compound (162).